Dataset: the Open Reaction Database (ORD), a public repository of structured organic reaction records. Task: describe an organic reaction: reactants, conditions, products, and yield Starting materials: ClCCl, CNCc1ccco1, CC(Oc1cc(Oc2ccc(C(F)(F)F)cc2Cl)ccc1[N+](=O)[O-])C(=O)Cl. Product: CC(Oc1cc(Oc2ccc(C(F)(F)F)cc2Cl)ccc1[N+](=O)[O-])C(=O)N(C)Cc1ccco1. Reaction SMILES: [CH2:36]([Cl:37])[Cl:38].[CH3:1][NH:2][CH2:3][c:4]1[cH:5][cH:6][cH:7][o:8]1.[N+:9](=[O:10])([O-:11])[c:12]1[c:13]([O:14][CH:15]([C:16](=[O:17])[Cl:18])[CH3:19])[cH:20][c:21]([O:24][c:25]2[c:26]([Cl:35])[cH:27][c:28]([C:31]([F:32])([F:33])[F:34])[cH:29][cH:30]2)[cH:22][cH:23]1>>[CH3:1][N:2]([CH2:3][c:4]1[cH:5][cH:6][cH:7][o:8]1)[C:16]([CH:15]([O:14][c:13]1[c:12]([N+:9](=[O:10])[O-:11])[cH:23][cH:22][c:21]([O:24][c:25]2[c:26]([Cl:35])[cH:27][c:28]([C:31]([F:32])([F:33])[F:34])[cH:29][cH:30]2)[cH:20]1)[CH3:19])=[O:17]. The reactants are C1CCOC1, CC(=O)OC(C)=O, COc1ccc(S(=O)(=O)N(CCN)c2ccc(C)cc2Cc2c(F)cccc2F)cc1OC, c1ccncc1. Product: COc1ccc(S(=O)(=O)N(CCNC(C)=O)c2ccc(C)cc2Cc2c(F)cccc2F)cc1OC. Reaction SMILES: [CH2:47]1[O:48][CH2:49][CH2:50][CH2:51]1.[CH3:40][C:41](=[O:42])[O:43][C:44](=[O:45])[CH3:46].[NH2:1][CH2:2][CH2:3][N:4]([S:5](=[O:6])(=[O:7])[c:8]1[cH:9][c:10]([O:16][CH3:17])[c:11]([O:14][CH3:15])[cH:12][cH:13]1)[c:18]1[c:19]([CH2:25][c:26]2[c:27]([F:33])[cH:28][cH:29][cH:30][c:31]2[F:32])[cH:20][c:21]([CH3:24])[cH:22][cH:23]1.[cH:34]1[cH:35][cH:36][n:37][cH:38][cH:39]1>>[NH:1]([CH2:2][CH2:3][N:4]([S:5](=[O:6])(=[O:7])[c:8]1[cH:9][c:10]([O:16][CH3:17])[c:11]([O:14][CH3:15])[cH:12][cH:13]1)[c:18]1[c:19]([CH2:25][c:26]2[c:27]([F:33])[cH:28][cH:29][cH:30][c:31]2[F:32])[cH:20][c:21]([CH3:24])[cH:22][cH:23]1)[C:41]([CH3:40])=[O:42]. The reactants are O=C1N(C=CC=C1)CC(=O)OCC (ethyl 2-(2-oxopyridin-1(2H)-yl)acetate), C(C)OC(N(C)C)OCC (1,1-diethoxy-N,N-dimethylmethanamine). Solvent: CN(C)C=O (DMF), xylenes. Product: CN(C=C(C(=O)OCC)N1C(C=CC=C1)=O)C (ethyl 3-(dimethylamino)-2-(2-oxopyridin-1(2H)-yl)acrylate). The yield is 84.5%. As a reaction SMILES: [O:1]=[C:2]1[CH:7]=[CH:6][CH:5]=[CH:4][N:3]1[CH2:8][C:9]([O:11][CH2:12][CH3:13])=[O:10].C(O[CH:17](OCC)[N:18]([CH3:20])[CH3:19])C>CN(C=O)C>[CH3:17][N:18]([CH3:20])[CH:19]=[C:8]([N:3]1[CH:4]=[CH:5][CH:6]=[CH:7][C:2]1=[O:1])[C:9]([O:11][CH2:12][CH3:13])=[O:10]. Procedure details: Combined ethyl 2-(2-oxopyridin-1(2H)-yl)acetate (500 mg, 2.76 mmol), 1,1-diethoxy-N,N-dimethylmethanamine (2031 mg, 13.80 mmol) and DMF (2 mL) and heated at 100° C. for 15 h. The reaction mixture was diluted with xylenes and concentrated onto Celite® then purified on a 30 g NH silica column (Moritex) eluted with 0 to 100% EtOAc in hexanes to give the title compound (551 mg, 85% yield) as a light yellow solid. MS m/z 237 [M+H]+. 1H NMR (400 MHz, DMSO-d6) δ ppm 1.13 (br. s., 3H) 2.77 (br. s., 6H) ... Reaction SMILES: [CH2:14]1[O:15][CH2:16][CH2:17][CH2:18]1.[CH3:10][C:11]#[N:12].[CH:3]1([C:7](=[O:8])[O-:9])[CH2:4][CH2:5][CH2:6]1.[ClH:13].[H-:2].[Na+:1].[OH2:19]>>[CH:3]1([C:7](=[O:9])[CH2:10][C:11]#[N:12])[CH2:4][CH2:5][CH2:6]1. Starting materials: C1CCOC1, CC#N, O=C([O-])C1CCC1, Cl, [H-], [Na+], O. Yields the product N#CCC(=O)C1CCC1. Starting materials: BrC1=C(C=CC=C1)N1C2=CC=CC=C2C=2C=CC=CC12 (9-(2-bromophenyl)-9H-carbazole), O1CCCC1 (tetrahydrofuran), C(CCC)[Li] (butyllithium), BrC1=CC=C(C(=O)C2=CC=CC=C2)C=C1 (4-bromobenzophenone). The reagents and catalysts are S(O)(O)(=O)=O (sulfuric acid). Solvent: C(C)(=O)O (acetic acid). Conditions: temperature -78 celsius, time 30 minute. The product is BrC1=CC=C(C=C1)C1(C=2C=CC=CC2N2C3=C(C=CC=C13)C=1C=CC=CC12)C1=CC=CC=C1 (8-(4-bromophenyl)-8-phenyl -8H-indolo-[3,2,1-de]acridine). As a reaction SMILES: BrC1C=CC=CC=1[N:8]1[C:20]2[CH:19]=[CH:18][CH:17]=[CH:16][C:15]=2[C:14]2[C:9]1=[CH:10][CH:11]=[CH:12][CH:13]=2.[CH2:21]([Li])[CH2:22][CH2:23][CH3:24].[Br:26][C:27]1[CH:40]=[CH:39][C:30]([C:31]([C:33]2[CH:38]=[CH:37][CH:36]=[CH:35][CH:34]=2)=O)=[CH:29][CH:28]=1.O1CC[CH2:43][CH2:42]1>C(O)(=O)C.S(=O)(=O)(O)O>[Br:26][C:27]1[CH:40]=[CH:39][C:30]([C:31]2([C:21]3[CH:43]=[CH:42][CH:24]=[CH:23][CH:22]=3)[C:10]3[C:9]4=[C:14]([C:15]5[CH:16]=[CH:17][CH:18]=[CH:19][C:20]=5[N:8]4[C:34]4[CH:35]=[CH:36][CH:37]=[CH:38][C:33]2=4)[CH:13]=[CH:12][CH:11]=3)=[CH:29][CH:28]=1. Reported procedure: 1.0 g of 9-(2-bromophenyl)-9H-carbazole as the intermediate of Preparation Example 8 was dissolved in 10 mL of purified tetrahydrofuran, and the resulting solution was cooled to −78° C., and 1.613 mL of butyllithium was slowly added dropwise. The mixture was stirred at the same temperature for 30 min, and 1.05 g of 4-bromobenzophenone was added. The mixture was stirred at the same temperature for 40 min and then further stirred at room temperature for an additional 3 hours. The reaction was term...